This data is from the Open Reaction Database (ORD), a public repository of structured organic reaction records. The task is: describe an organic reaction: reactants, conditions, products, and yield Yields the product C(CCC(CCCCCCCC)=O)N1C=NC=C1 (1-(dodecan-4-on-1-yl)imidazole). Reported procedure: 1-Bromo-4-dodecanone 6.45 and imidazole (8.34 g) in dimethylformamide (10 ml) at 0° C. were stirred overnight at ambient temperature, then one day at 80° C. The resulting mixture was poured into water (200 ml), extracted with ether (3×75 ml) and the extracts were dried (magnesium sulfate) and evaporated. Chromatography of the product on silica gel eluting with 7% methanol in methylene chloride gave 1-(dodecan-4-on-1-yl)imidazole. RXN SMILES: Br[CH2:2][CH2:3][CH2:4][C:5](=[O:14])[CH2:6][CH2:7][CH2:8][CH2:9][CH2:10][CH2:11][CH2:12][CH3:13].[NH:15]1[CH:19]=[CH:18][N:17]=[CH:16]1.O>CN(C)C=O>[CH2:2]([N:15]1[CH:19]=[CH:18][N:17]=[CH:16]1)[CH2:3][CH2:4][C:5](=[O:14])[CH2:6][CH2:7][CH2:8][CH2:9][CH2:10][CH2:11][CH2:12][CH3:13]. Reactants: BrCCCC(CCCCCCCC)=O (1-Bromo-4-dodecanone), N1C=NC=C1 (imidazole), O (water). The solvent is CN(C=O)C (dimethylformamide).